Task: describe an organic reaction: reactants, conditions, products, and yield. Dataset: the Open Reaction Database (ORD), a public repository of structured organic reaction records Reactants: CS(=O)(=O)Cl, CCN(C(C)C)C(C)C, ClCCl, OCC1=NOC(CN2CCOCC2)C1, O. Product: CS(=O)(=O)O, OCC1=NOC(CN2CCOCC2)C1. As a reaction SMILES: [CH3:24][S:25]([Cl:26])(=[O:27])=[O:28].[CH:15]([N:16]([CH:17]([CH3:18])[CH3:19])[CH2:20][CH3:21])([CH3:22])[CH3:23].[Cl:30][CH2:31][Cl:32].[O:1]1[CH2:2][CH2:3][N:4]([CH2:7][CH:8]2[CH2:9][C:10]([CH2:13][OH:14])=[N:11][O:12]2)[CH2:5][CH2:6]1.[OH2:29]>>[CH3:24][S:25](=[O:27])([OH:28])=[O:29].[O:1]1[CH2:2][CH2:3][N:4]([CH2:7][CH:8]2[CH2:9][C:10]([CH2:13][OH:14])=[N:11][O:12]2)[CH2:5][CH2:6]1.